This data is from the Open Reaction Database (ORD), a public repository of structured organic reaction records. The task is: describe an organic reaction: reactants, conditions, products, and yield Reactants: C(C)(C)(C)OC(=O)N[C@H](C(=O)OC)C(C)(C)S (methyl (2R)-2-[(tert-butoxycarbonyl)amino]-3-mercapto-3-methylbutanoate), CC(C)([O-])C.[Na+] (sodium tert-butoxide), ClCCCC1=CC=C(C=C1)F (1-(3-chloropropyl)-4-fluorobenzene). Solvent: CC#N (CH3CN). Reaction conditions: time 18 hour. Product: C(C)(C)(C)OC(=O)N[C@H](C(=O)OC)C(C)(C)SCCCC1=CC=C(C=C1)F (Methyl (2R)-2-[(tert-butoxycarbonyl)amino]-3-{[3-(4-fluorophenyl)propyl]thio}-3-methylbutanoate). Yield: 31.0%. As a reaction SMILES: [C:1]([O:5][C:6]([NH:8][C@@H:9]([C:14]([SH:17])([CH3:16])[CH3:15])[C:10]([O:12][CH3:13])=[O:11])=[O:7])([CH3:4])([CH3:3])[CH3:2].CC(C)([O-])C.[Na+].Cl[CH2:25][CH2:26][CH2:27][C:28]1[CH:33]=[CH:32][C:31]([F:34])=[CH:30][CH:29]=1>CC#N>[C:1]([O:5][C:6]([NH:8][C@@H:9]([C:14]([S:17][CH2:25][CH2:26][CH2:27][C:28]1[CH:33]=[CH:32][C:31]([F:34])=[CH:30][CH:29]=1)([CH3:16])[CH3:15])[C:10]([O:12][CH3:13])=[O:11])=[O:7])([CH3:4])([CH3:2])[CH3:3] |f:1.2|. Reported procedure: To a CH3CN (60 mL) solution containing methyl (2R)-2-[(tert-butoxycarbonyl)amino]-3-mercapto-3-methylbutanoate (as described above) (1.51 g, 5.73 mmol, 1.0 eq) was added sodium tert-butoxide (716 mg, 7.45 mmol, 1.3 eq). The resulting pale yellow mixture was allowed to stir at RT for 10 min at which time 1-(3-chloropropyl)-4-fluorobenzene (as described above) (1.09 g, 6.3 mmol, 1.1 eq) was added. The resulting solution was allowed to stir at RT for 18 hr. The reaction was then quenched with a sat... Starting materials: CC(C)C[Al+]CC(C)C, ClCCl, [H-], N#Cc1cnc(Nc2ccccc2)nc1N, C1CCOC1. Product: Nc1nc(Nc2ccccc2)ncc1C=O. As a reaction SMILES: [CH2:18]([Al+:19][CH2:20][CH:21]([CH3:22])[CH3:23])[CH:24]([CH3:25])[CH3:26].[CH2:32]([Cl:33])[Cl:34].[H-:17].[NH2:1][c:2]1[n:3][c:4]([NH:10][c:11]2[cH:12][cH:13][cH:14][cH:15][cH:16]2)[n:5][cH:6][c:7]1[C:8]#[N:9].[O:27]1[CH2:28][CH2:29][CH2:30][CH2:31]1>>[NH2:1][c:2]1[n:3][c:4]([NH:10][c:11]2[cH:12][cH:13][cH:14][cH:15][cH:16]2)[n:5][cH:6][c:7]1[CH:8]=[O:27]. Reactants: CCN(CC)CCOc1ccc(N)cc1, CS(=O)(=O)c1ncc2c(n1)NC(=O)N(c1c(Cl)cccc1Cl)C2. The product is CCN(CC)CCOc1ccc(Nc2ncc3c(n2)NC(=O)N(c2c(Cl)cccc2Cl)C3)cc1. Reaction SMILES: [CH2:24]([CH3:25])[N:26]([CH2:27][CH2:28][O:29][c:30]1[cH:31][cH:32][c:33]([NH2:34])[cH:35][cH:36]1)[CH2:37][CH3:38].[Cl:1][c:2]1[c:3]([N:9]2[C:10](=[O:23])[NH:11][c:12]3[n:13][c:14]([S:19]([CH3:20])(=[O:21])=[O:22])[n:15][cH:16][c:17]3[CH2:18]2)[c:4]([Cl:8])[cH:5][cH:6][cH:7]1>>[Cl:1][c:2]1[c:3]([N:9]2[C:10](=[O:23])[NH:11][c:12]3[n:13][c:14]([NH:34][c:33]4[cH:32][cH:31][c:30]([O:29][CH2:28][CH2:27][N:26]([CH2:24][CH3:25])[CH2:37][CH3:38])[cH:36][cH:35]4)[n:15][cH:16][c:17]3[CH2:18]2)[c:4]([Cl:8])[cH:5][cH:6][cH:7]1. The reactants are solution, C([O-])(O)=O.[Na+] (sodium bicarbonate), C(C1=CC=CC=C1)OC(=O)NCC(=O)OC1=C(C(=C(C(=C1F)F)F)F)F (pentafluorophenyl N-benzyloxycarbonylglycinate), N-CBZ, amine trifluoroacetate, CN(C=O)C (N,N-dimethylformamide). Solvent: O (water). Run at time 1 hour. The product is N(CC(=O)N)C(=O)OCC1=CC=CC=C1 (CBZ-Glyamide). Reaction SMILES: C(=O)(O)[O-].[Na+].[CH2:6]([O:13][C:14]([NH:16][CH2:17][C:18]([O:20]C1C(F)=C(F)C(F)=C(F)C=1F)=O)=[O:15])[C:7]1[CH:12]=[CH:11][CH:10]=[CH:9][CH:8]=1.C[N:33](C)C=O>O>[NH:16]([C:14]([O:13][CH2:6][C:7]1[CH:12]=[CH:11][CH:10]=[CH:9][CH:8]=1)=[O:15])[CH2:17][C:18]([NH2:33])=[O:20] |f:0.1|. Procedure details: The amine trifluoroacetate from Example 4 (215 mg, 0.180 mmol) is dissolved in N,N-dimethylformamide (2 ml). To this solution 1M sodium bicarbonate (200 μl, 0.200 mmol) and pentafluorophenyl N-benzyloxycarbonylglycinate (106 mg, 0.270 mmol) is added. After 1 h, the reaction mixture is diluted with water (2×). Isolation by reverse-phase (C18) flash column chromatography eluting with acetonitrile/water gives, after lyophilization of the product-containing fractions, the N-CBZ glyamide: C61H92N10O1... The reactants are [I-].C(#N)C[P+](C)(C)C ((cyanomethyl)trimethylphosphonium iodide), CCN(C(C)C)C(C)C (DIEA), C(C)NC(C1=CC=C(C=C1)N1CCNCC1)=O (N-ethyl-4-(piperazin-1-yl)benzamide), OCC1=CC=2NC([C@H]3N(C2N=C1)CCCC3)=O ((S)-3-(hydroxymethyl)-7,8,9,10-tetrahydro-5H-dipyrido[1,2-a:3′,2′-e]pyrazin-6(6aH)-one). Conditions: temperature 90 celsius. Yields the product C(C)NC(C1=CC=C(C=C1)N1CCN(CC1)CC1=CC=2NC([C@H]3N(C2N=C1)CCCC3)=O)=O ((S)—N-ethyl-4-(4-((6-oxo-6,6a,7,8,9,10-hexahydro-5H-dipyrido[1,2-a:3′,2′-e]pyrazin-3-yl)methyl)piperazin-1-yl)benzamide). As a reaction SMILES: O[CH2:2][C:3]1[CH:12]=[N:11][C:10]2[N:9]3[CH2:13][CH2:14][CH2:15][CH2:16][C@H:8]3[C:7](=[O:17])[NH:6][C:5]=2[CH:4]=1.[I-].C(C[P+](C)(C)C)#N.CCN(C(C)C)C(C)C.[CH2:35]([NH:37][C:38](=[O:51])[C:39]1[CH:44]=[CH:43][C:42]([N:45]2[CH2:50][CH2:49][NH:48][CH2:47][CH2:46]2)=[CH:41][CH:40]=1)[CH3:36]>>[CH2:35]([NH:37][C:38](=[O:51])[C:39]1[CH:40]=[CH:41][C:42]([N:45]2[CH2:46][CH2:47][N:48]([CH2:2][C:3]3[CH:12]=[N:11][C:10]4[N:9]5[CH2:13][CH2:14][CH2:15][CH2:16][C@H:8]5[C:7](=[O:17])[NH:6][C:5]=4[CH:4]=3)[CH2:49][CH2:50]2)=[CH:43][CH:44]=1)[CH3:36] |f:1.2|. Procedure details: To a suspension of (S)-3-(hydroxymethyl)-7,8,9,10-tetrahydro-5H-dipyrido[1,2-a:3′,2′-e]pyrazin-6(6aH)-one (800 mg, 3.43 mmol) was added (cyanomethyl)trimethylphosphonium iodide (1000 mg, 4.12 mmol) and DIEA (1797 μl, 10.29 mmol) and N-ethyl-4-(piperazin-1-yl)benzamide (800 mg, 3.43 mmol)). The vial was heated to 90° C. for 16 hours. The crude reaction was cooled to RT and filtered. The resulting solid were collected and suspended in EtOH (24 mL), heated to reflux, then cooled to RT and filtered.... Reactants: [OH-].[NH4+] (ammonium hydroxide), 20, N1=C(C=CC=C1)CN (2-pyridinemethanamine), intermediate 1,200, C(CO)O (1,2-ethanediol), C(C)(=O)O (acetic acid). Run in O (water). Run at temperature 160 celsius, time 4 hour. The product is 21, OCCC=1C(NC(=NC1C)NCC1=NC=CC=C1)=O (5-(2-hydroxyethyl)-6-methyl-2-[(2-pyridinylmethyl)amino]-4(3H)-pyrimidinone). Yield: 44.1%. As a reaction SMILES: [N:1]1[CH:6]=[CH:5][CH:4]=[CH:3][C:2]=1[CH2:7][NH2:8].[CH2:9]([OH:12])[CH2:10]O.[C:13]([OH:16])(=O)[CH3:14].[OH-].[NH4+:18]>O>[OH:16][CH2:13][CH2:14][C:10]1[C:9](=[O:12])[NH:18][C:6]([NH:8][CH2:7][C:2]2[CH:3]=[CH:4][CH:5]=[CH:6][N:1]=2)=[N:1][C:2]=1[CH3:3] |f:3.4|. Procedure: A mixture of 20 parts of 2-pyridinemethanamine, 37 parts of intermediate 1,200 parts of 1,2-ethanediol and 1.05 parts of acetic acid was stirred for 4 hours at 160° C. After cooling, the mixture was stirred in water, which was slightly basified with ammonium hydroxide. The whole was extracted with trichloromethane. The aqueous layer was evaporated and the residual oil was stirred with some 2-propanol for 1 hour. The product was filtered off, washed with 2-propanol and dried, yielding 21 parts (4... Starting materials: CC(C(=O)OC)[N+]#[C-] (Methyl α-methylisocyano-acetate), C(C1=CC=CC=C1)=O (benzaldehyde). The product is COC(=O)[C@@H]1N=CO[C@H]1C1=CC=CC=C1 (trans-4-methoxycarbonyl-5- phenyl-2-oxazoline). Isolated yield 90.0%. As a reaction SMILES: C[CH:2]([N+:7]#[C-:8])[C:3]([O:5][CH3:6])=[O:4].[CH:9](=[O:16])[C:10]1[CH:15]=[CH:14][CH:13]=[CH:12][CH:11]=1>>[CH3:6][O:5][C:3]([C@H:2]1[C@H:9]([C:10]2[CH:15]=[CH:14][CH:13]=[CH:12][CH:11]=2)[O:16][CH:8]=[N:7]1)=[O:4]. Procedure details: Methyl α-methylisocyano-acetate was reacted with benzaldehyde in the presence of the same catalyst and under the same reaction conditions of those of Example 2. After the solvent was concentrated, the reaction mixture was subjected to silica-gel column chromatography to obtain trans-4-methoxycarbonyl-5- phenyl-2-oxazoline and the corresponding cis-form in a ratio of 87/13). Total yield: 90%. The optical purity of the trans-(4S,5R) form was measured in the same manner as in Example 1, which was 9... The reactants are Cl (HCl), Cl.BrC1=CC=C(C=C1)NN (4-bromophenylhydrazine hydrochloride), N12CCC(C(CC1)CC2)=O (1-azabicyclo[3.2.2]nonan-4-one). Run in C(C)(=O)O (acetic acid). Reaction conditions: time 16 hour. Product: BrC1=CC=2C3=C(NC2C=C1)C1CCN(C3)CC1 (9-bromo-3,4,5,6-tetrahydro-1H-2,5-ethanoazepino[4,3-b]indole), Cl (HCl). Reaction SMILES: [ClH:1].Cl.[Br:3][C:4]1[CH:9]=[CH:8][C:7]([NH:10]N)=[CH:6][CH:5]=1.[N:12]12[CH2:20][CH2:19][CH:16]([CH2:17][CH2:18]1)[C:15](=O)[CH2:14][CH2:13]2>C(O)(=O)C>[Br:3][C:4]1[CH:9]=[CH:8][C:7]2[NH:10][C:15]3[CH:16]4[CH2:19][CH2:20][N:12]([CH2:13][C:14]=3[C:6]=2[CH:5]=1)[CH2:18][CH2:17]4.[ClH:1] |f:1.2|. Procedure details: A solution of HCl in acetic acid (1 M, 30 mL) was added under nitrogen to a mixture of 4-bromophenylhydrazine hydrochloride (4.33 g, 19.37 mmol; Aldrich) and 1-azabicyclo[3.2.2]nonan-4-one (2.70 g, 19.37 mmol; Example 2A). The mixture was stirred at room temperature for 16 hours, then heated at 75° C. for 3 hours. The mixture was cooled to room temperature and concentrated under vacuum to remove most of the acetic acid. Anhydrous ethanol (100 mL) was added to the residue, and the mixture was hea... The reactants are [OH-].[Na+] (sodium hydroxide), C1(=CC=CC=C1)C1=C(C=CC=C1)O (phenylphenol), C(C)O (ethanol), C(Cl)(Cl)Cl (chloroform). Run in O (water). Conditions: time 3 hour. Yields the product C1(=CC=CC=C1)C1=CC=C(C(C=O)=C1)O (5-phenylsalicylaldehyde). As a reaction SMILES: [C:1]1([C:7]2[CH:12]=[CH:11][CH:10]=[CH:9][C:8]=2O)[CH:6]=[CH:5][CH:4]=[CH:3][CH:2]=1.[OH-:14].[Na+].C(Cl)(Cl)Cl.[CH2:20]([OH:22])C>O>[C:1]1([C:7]2[CH:12]=[C:11]([CH:20]=[O:22])[C:10]([OH:14])=[CH:9][CH:8]=2)[CH:6]=[CH:5][CH:4]=[CH:3][CH:2]=1 |f:1.2|. Procedure details: 22 g of phenylphenol was dissolved in 95% ethanol; a solution of 40 g of sodium hydroxide in 80 ml of water was rapidly added. The resulting solution was heated to 75°-80° C. and 20 ml of chloroform was added over a one-hour period, the mixture being gently refluxed. The mixture then was stirred for three hours, cooled and the ethanol and excess chloroform were evaporated under reduced pressure. The resulting residue was cooled and poured into cold water. The resulting mixture was acidified by s...